Dataset: the Open Reaction Database (ORD), a public repository of structured organic reaction records. Task: describe an organic reaction: reactants, conditions, products, and yield Reactants: C1=CC(=CC(=C1)S(=O)(=O)O)N (Metanilic acid), CC1=CC=C(C=C1)S(=O)(=O)O (tosic acid), Cl (HCl), C(C)OC(C(CC(C)=O)C(C1=CC=CC=C1)=O)=O (2-benzoyl-4-oxo-pentanoic acid ethyl ester), [OH-].[Na+] (sodium hydroxide). Solvent: C(C)O (ethanol). The product is C(C)OC(=O)C1=C(N(C(=C1)C)C1=CC(=CC=C1)S(=O)(=O)O)C1=CC=CC=C1 (5-Methyl-2-phenyl-1-(3-sulfophenyl)-1H-pyrrole-3-carboxylic Acid Ethyl Ester). RXN SMILES: [CH:1]1[CH:6]=[C:5]([S:7]([OH:10])(=[O:9])=[O:8])[CH:4]=[C:3]([NH2:11])[CH:2]=1.[CH2:12]([O:14][C:15](=[O:29])[CH:16]([C:21](=O)[C:22]1[CH:27]=[CH:26][CH:25]=[CH:24][CH:23]=1)[CH2:17][C:18](=O)[CH3:19])[CH3:13].[OH-].[Na+].CC1C=CC(S(O)(=O)=O)=CC=1.Cl>C(O)C>[CH2:12]([O:14][C:15]([C:16]1[CH:17]=[C:18]([CH3:19])[N:11]([C:3]2[CH:2]=[CH:1][CH:6]=[C:5]([S:7]([OH:10])(=[O:8])=[O:9])[CH:4]=2)[C:21]=1[C:22]1[CH:23]=[CH:24][CH:25]=[CH:26][CH:27]=1)=[O:29])[CH3:13] |f:2.3|. Procedure details: Metanilic acid (5 mmol, 0.2 g), 2-benzoyl-4-oxo-pentanoic acid ethyl ester (5 mmol, 1.2 g), sodium hydroxide (5 mmol, 0.2 g), and tosic acid (0.1 g) were combined in ethanol, then heated under reflux. The resulting oil was treated with HCl (hydrochloric acid) at 0° C. to 50° C. to precipitate the unreacted metanilic acid. The remaining material was concentrated under vacuum and purified over silica gel. The named product was collected as brown crystals (m.p. 91° C.-92.5° C.). Reactants: ClC1=CC(=C(C=C1)[N+](=O)[O-])OC(C)C (4-chloro-1-nitro-2-(propan-2-yloxy)benzene), O (water). Reagents/catalysts: [Fe] (iron). The solvent is C(C)(=O)O (acetic acid). Conditions: temperature 50 celsius, time 1 hour. Yields the product ClC1=CC(=C(N)C=C1)OC(C)C (4-chloro-2-(propan-2-yloxy)aniline). Yield: 102.5%. Reaction SMILES: [Cl:1][C:2]1[CH:7]=[CH:6][C:5]([N+:8]([O-])=O)=[C:4]([O:11][CH:12]([CH3:14])[CH3:13])[CH:3]=1.O>C(O)(=O)C.[Fe]>[Cl:1][C:2]1[CH:7]=[CH:6][C:5]([NH2:8])=[C:4]([O:11][CH:12]([CH3:14])[CH3:13])[CH:3]=1. Procedure: A mixture of 2.55 g of 4-chloro-1-nitro-2-(propan-2-yloxy)benzene in 40 ml of acetic acid is heated at 50° C., and then 7 ml of water and 2.64 g of iron powder are added. The mixture is stirred for 1 h at 50° C., and then cooled to ambient temperature and filtered on Celite. The Celite is rinsed three times with 20 ml of methanol, and the filtrate is concentrated under reduced pressure. The residue is taken up in 50 ml of 1N sodium hydroxide and 50 ml of dichloromethane. The aqueous phase is ext... The reactants are CNC(CCC(C(CF)O)[N+](=O)[O-])=O (6-fluoro-5-hydroxy-4-nitro-hexanoic acid methylamide). The reagents and catalysts are [Ni] (Ni). The solvent is CO (MeOH). Reaction conditions: time 18 hour. Product: CNC(CCC(C(CF)O)N)=O (4-Amino-6-Fluoro-5-Hydroxy-Hexanoic Acid Methylamide). Yield: 89.9%. RXN SMILES: [CH3:1][NH:2][C:3](=[O:14])[CH2:4][CH2:5][CH:6]([N+:11]([O-])=O)[CH:7]([OH:10])[CH2:8][F:9]>CO.[Ni]>[CH3:1][NH:2][C:3](=[O:14])[CH2:4][CH2:5][CH:6]([NH2:11])[CH:7]([OH:10])[CH2:8][F:9]. Procedure details: To a solution of 6-fluoro-5-hydroxy-4-nitro-hexanoic acid methylamide (0.325 g, 1.56 mmol) in MeOH (12 mL) was added Raney Ni (about 0.12 g), and the mixture was shaken under H2 (40-45 psi) at room temperature for 18 h. The black mixture was filtered through celite, and the celite was washed with additional MeOH (100 mL). The yellow solution was concentrated to give yellow oil (0.250 g, 90%), which was used without further purification. 1H NMR (CDCl3): 5.68 (br s, NH, 1H), 4.64-4.38 (m, 2H), 3.6...